From a dataset of the Open Reaction Database (ORD), a public repository of structured organic reaction records. describe an organic reaction: reactants, conditions, products, and yield The reactants are O=C([O-])[O-], COc1ccc(OC)c(N)c1, COC(=O)c1cccc(I)c1C(=O)OC, Cc1ccccc1, ClCCl, [Cs+], [Cs+], O=C(C=Cc1ccccc1)C=Cc1ccccc1, O=C(C=Cc1ccccc1)C=Cc1ccccc1, O=C(C=Cc1ccccc1)C=Cc1ccccc1, [Pd], [Pd]. Yields the product COC(=O)c1cccc(Nc2cc(OC)ccc2OC)c1C(=O)OC. Reaction SMILES: [C:27](=[O:28])([O-:29])[O-:30].[CH3:16][O:17][c:18]1[c:19]([NH2:20])[cH:21][c:22]([O:25][CH3:26])[cH:23][cH:24]1.[CH3:1][O:2][C:3]([c:4]1[c:5]([C:6](=[O:7])[O:8][CH3:9])[c:10]([I:14])[cH:11][cH:12][cH:13]1)=[O:15].[CH3:33][c:34]1[cH:35][cH:36][cH:37][cH:38][cH:39]1.[Cl:40][CH2:41][Cl:42].[Cs+:31].[Cs+:32].[O:45]=[C:46]([CH:47]=[CH:48][c:49]1[cH:50][cH:51][cH:52][cH:53][cH:54]1)[CH:55]=[CH:56][c:57]1[cH:58][cH:59][cH:60][cH:61][cH:62]1.[O:63]=[C:64]([CH:65]=[CH:66][c:67]1[cH:68][cH:69][cH:70][cH:71][cH:72]1)[CH:73]=[CH:74][c:75]1[cH:76][cH:77][cH:78][cH:79][cH:80]1.[O:81]=[C:82]([CH:83]=[CH:84][c:85]1[cH:86][cH:87][cH:88][cH:89][cH:90]1)[CH:91]=[CH:92][c:93]1[cH:94][cH:95][cH:96][cH:97][cH:98]1.[Pd:43].[Pd:44]>>[CH3:1][O:2][C:3]([c:4]1[c:5]([C:6](=[O:7])[O:8][CH3:9])[c:10]([NH:20][c:19]2[c:18]([O:17][CH3:16])[cH:24][cH:23][c:22]([O:25][CH3:26])[cH:21]2)[cH:11][cH:12][cH:13]1)=[O:15]. Starting materials: O=C(n1ccnc1)n1ccnc1, CN1C(=O)CCC2(C)c3ccc(C(=O)O)cc3CCC12, CN(C)C=O, OC(c1ccccc1)c1ccccc1. The product is CN1C(=O)CCC2(C)c3ccc(C(=O)OC(c4ccccc4)c4ccccc4)cc3CCC12. As a reaction SMILES: [C:21]([n:22]1[cH:23][cH:24][n:25][cH:26]1)([n:27]1[cH:28][cH:29][n:30][cH:31]1)=[O:32].[CH3:1][N:2]1[C:3](=[O:20])[CH2:4][CH2:5][C:6]2([CH3:19])[c:7]3[c:8]([cH:12][c:13]([C:16](=[O:17])[OH:18])[cH:14][cH:15]3)[CH2:9][CH2:10][CH:11]12.[CH3:47][N:48]([CH3:49])[CH:50]=[O:51].[CH:33]([c:34]1[cH:35][cH:36][cH:37][cH:38][cH:39]1)([c:40]1[cH:41][cH:42][cH:43][cH:44][cH:45]1)[OH:46]>>[CH3:1][N:2]1[C:3](=[O:20])[CH2:4][CH2:5][C:6]2([CH3:19])[c:7]3[c:8]([cH:12][c:13]([C:16](=[O:17])[O:18][CH:33]([c:34]4[cH:35][cH:36][cH:37][cH:38][cH:39]4)[c:40]4[cH:41][cH:42][cH:43][cH:44][cH:45]4)[cH:14][cH:15]3)[CH2:9][CH2:10][CH:11]12. The reactants are Br, CC(=O)O, COc1ccc(C(=O)O)cc1F, O. Yields the product O=C(O)c1ccc(O)c(F)c1. Reaction SMILES: [BrH:13].[CH3:14][C:15](=[O:16])[OH:17].[F:1][c:2]1[cH:3][c:4]([C:5](=[O:6])[OH:7])[cH:8][cH:9][c:10]1[O:11][CH3:12].[OH2:18]>>[F:1][c:2]1[cH:3][c:4]([C:5](=[O:6])[OH:7])[cH:8][cH:9][c:10]1[OH:11]. Reactants: C(C)(C)(C)OC(=O)N1CCN(CC1)C=1C(N(N=C(C1C)C1=CC=C(C=C1)C(F)(F)F)CC(C)C)=O (4-(4-tert-butoxycarbonyl-1-piperazinyl)-methyl-2-isobutyl-6-(4-trifluoromethylphenyl)-2H-pyridazin-3-one), C1(=CC=C(C=C1)C=1C=C(C(N(N1)CC(C)C)=O)C(=O)O)C1=CC=CC=C1 (6-(4-biphenylyl)-4-carboxy-2-isobutyl-2H-pyridazin-3-one). The product is C1(=CC=C(C=C1)C=1C=C(C(N(N1)CC(C)C)=O)CO)C1=CC=CC=C1 (6-(4-biphenylyl)-4-hydroxymethyl-2-isobutyl-2H-pyridazin-3-one), solid. Yield: 15.6%. Reaction SMILES: C(OC(N1CCN(C2C(=O)N(CC(C)C)N=C(C3C=CC(C(F)(F)F)=CC=3)C=2C)CC1)=O)(C)(C)C.[C:36]1([C:56]2[CH:61]=[CH:60][CH:59]=[CH:58][CH:57]=2)[CH:41]=[CH:40][C:39]([C:42]2[CH:43]=[C:44]([C:53](O)=[O:54])[C:45](=[O:52])[N:46]([CH2:48][CH:49]([CH3:51])[CH3:50])[N:47]=2)=[CH:38][CH:37]=1>>[C:36]1([C:56]2[CH:57]=[CH:58][CH:59]=[CH:60][CH:61]=2)[CH:37]=[CH:38][C:39]([C:42]2[CH:43]=[C:44]([CH2:53][OH:54])[C:45](=[O:52])[N:46]([CH2:48][CH:49]([CH3:50])[CH3:51])[N:47]=2)=[CH:40][CH:41]=1. Procedure details: Following the procedure of Example 1 (8), 6-(4-biphenylyl)-4-carboxy-2-isobutyl-2H-pyridazin-3-one was reacted to yield the title compound as a while solid (yield: 15.6%). Starting materials: solution, N (NH3), CO (MeOH), N(=C=S)C1=CC=C(OCCN2CCCC2)C=C1 (1-[2-(4-isothiocyanato-phenoxy)-ethyl]-pyrrolidine), CO (MeOH). Yields the product N1(CCCC1)CCOC1=CC=C(C=C1)NC(=O)N ([4-(2-Pyrrolidin-1-yl-ethoxy)-phenyl]-urea). Reaction SMILES: [N:1]([C:4]1[CH:17]=[CH:16][C:7]([O:8][CH2:9][CH2:10][N:11]2[CH2:15][CH2:14][CH2:13][CH2:12]2)=[CH:6][CH:5]=1)=[C:2]=S.[NH3:18].C[OH:20]>>[N:11]1([CH2:10][CH2:9][O:8][C:7]2[CH:16]=[CH:17][C:4]([NH:1][C:2]([NH2:18])=[O:20])=[CH:5][CH:6]=2)[CH2:15][CH2:14][CH2:13][CH2:12]1. Procedure details: A mixture of 1-[2-(4-isothiocyanato-phenoxy)-ethyl]-pyrrolidine (0.355 g, 1.43 mmol), MeOH (2.75 mL) and a 2M solution of NH3 in MeOH (2.75 mL, 5.49 mmol, 3.84 equiv) is heated in a sealed tube at 60° C. for 1 h, under an argon atmosphere. The reaction mixture is allowed to cool to RT and concentrated in vacuo to afford the title compound as a dark brown solid: ES-MS: 266.0 [M+H]+; single peak at tR=3.99 min (System 1). The reactants are ClC1=C2C=C(C(=NC2=NC=C1)C)OCC (5-chloro-3-ethoxy-2-methyl-1,8-naphthyridine), NC=1C=CC(=NC1)OCC (5-amino-2-ethoxypyridine). Solvent: IMS. The product is O.O.Cl.C(C)OC=1C(=NC2=NC=CC(=C2C1)NC=1C=CC(=NC1)OCC)C (3-ethoxy-5-(2-ethoxy-5-pyridylamino)-2-methyl-1,8-naphthyridine hydrochloride dihydrate). As a reaction SMILES: [Cl:1][C:2]1[CH:11]=[CH:10][N:9]=[C:8]2[C:3]=1[CH:4]=[C:5]([O:13][CH2:14][CH3:15])[C:6]([CH3:12])=[N:7]2.[NH2:16][C:17]1[CH:18]=[CH:19][C:20]([O:23][CH2:24][CH3:25])=[N:21][CH:22]=1>>[OH2:13].[OH2:23].[ClH:1].[CH2:14]([O:13][C:5]1[C:6]([CH3:12])=[N:7][C:8]2[C:3]([CH:4]=1)=[C:2]([NH:16][C:17]1[CH:18]=[CH:19][C:20]([O:23][CH2:24][CH3:25])=[N:21][CH:22]=1)[CH:11]=[CH:10][N:9]=2)[CH3:15] |f:2.3.4.5|. Procedure details: A mixture of 5-chloro-3-ethoxy-2-methyl-1,8-naphthyridine (2.0 g), 5-amino-2-ethoxypyridine (1.25 g) and IMS (20 ml) was boiled under reflux for 2 hours. The mixture was cooled and filtered to give 3-ethoxy-5-(2-ethoxy-5-pyridylamino)-2-methyl-1,8-naphthyridine hydrochloride dihydrate, m.p. 184°-187° C. Active (2/3) at 30 mg/kg. Starting materials: CCN, CCN, Cl, [K+], CC1=CC(=O)CC(C)(C)C1, [OH-], O. Yields the product CCN=C1C=C(C)CC(C)(C)C1. Reaction SMILES: [CH2:15]([NH2:16])[CH3:17].[CH3:1][CH2:2][NH2:3].[ClH:14].[K+:19].[O:4]=[C:5]1[CH:6]=[C:7]([CH3:13])[CH2:8][C:9]([CH3:10])([CH3:11])[CH2:12]1.[OH-:18].[OH2:20]>>[CH3:1][CH2:2][N:3]=[C:5]1[CH:6]=[C:7]([CH3:13])[CH2:8][C:9]([CH3:10])([CH3:11])[CH2:12]1.